Task: describe an organic reaction: reactants, conditions, products, and yield. Dataset: the Open Reaction Database (ORD), a public repository of structured organic reaction records Reactants: CCn1c2ccc(F)cc2c2c(CC#N)nn(-c3ccccc3)c(=O)c21, CC(=O)O, Cl, O. The product is CCn1c2ccc(F)cc2c2c(CC(=O)O)nn(-c3ccccc3)c(=O)c21. RXN SMILES: [CH2:1]([CH3:2])[n:3]1[c:4]2[c:5]([c:6]3[cH:7][c:8]([F:12])[cH:9][cH:10][c:11]13)[c:13]([CH2:24][C:25]#[N:26])[n:14][n:15](-[c:18]1[cH:19][cH:20][cH:21][cH:22][cH:23]1)[c:16]2=[O:17].[CH3:28][C:29]([OH:30])=[O:31].[ClH:27].[OH2:32]>>[CH2:1]([CH3:2])[n:3]1[c:4]2[c:5]([c:6]3[cH:7][c:8]([F:12])[cH:9][cH:10][c:11]13)[c:13]([CH2:28][C:29]([OH:30])=[O:31])[n:14][n:15](-[c:18]1[cH:19][cH:20][cH:21][cH:22][cH:23]1)[c:16]2=[O:17]. The reactants are [K+], [K+], Nc1c(Nc2cccnc2Cl)c(=O)c1=O, O=C([O-])[O-], CC(C)(C)C(NC(=O)c1cccc(Br)c1)n1nnc2ccccc21. Yields the product CC(C)(C)C(NC(=O)c1cccc(Br)c1)Nc1c(Nc2cccnc2Cl)c(=O)c1=O. RXN SMILES: [K+:40].[K+:41].[NH2:1][c:2]1[c:3](=[O:15])[c:4](=[O:14])[c:5]1[NH:6][c:7]1[c:8]([Cl:13])[n:9][cH:10][cH:11][cH:12]1.[O-:42][C:43]([O-:44])=[O:45].[n:16]1([CH:25]([C:26]([CH3:27])([CH3:28])[CH3:29])[NH:30][C:31]([c:32]2[cH:33][c:34]([Br:38])[cH:35][cH:36][cH:37]2)=[O:39])[c:17]2[cH:18][cH:19][cH:20][cH:21][c:22]2[n:23][n:24]1>>[NH:1]([c:2]1[c:3](=[O:15])[c:4](=[O:14])[c:5]1[NH:6][c:7]1[c:8]([Cl:13])[n:9][cH:10][cH:11][cH:12]1)[CH:25]([C:26]([CH3:27])([CH3:28])[CH3:29])[NH:30][C:31]([c:32]1[cH:33][c:34]([Br:38])[cH:35][cH:36][cH:37]1)=[O:39].